Dataset: the Open Reaction Database (ORD), a public repository of structured organic reaction records. Task: describe an organic reaction: reactants, conditions, products, and yield The reactants are ClC=1C(=NC=NC1Cl)N (5,6-dichloropyrimidin-4-amine), NC=1C=CC(=C(C1)O)F (5-amino-2-fluorophenol), O(C1=CC=CC=C1)C1=NC=C(C=C1)B1OC(C(O1)(C)C)(C)C (2-phenoxy-5-(4,4,5,5-tetramethyl-1,3,2-dioxaborolan-2-yl)pyridine), C(C=C)(=O)Cl (acryloyl chloride). Yields the product NC1=C(C(=NC=N1)OC=1C=C(C=CC1F)NC(C=C)=O)C=1C=NC(=CC1)OC1=CC=CC=C1 (N-(3-((6-amino-5-(6-phenoxypyridin-3-yl)pyrimidin-4-yl)oxy)-4-fluorophenyl)acrylamide). As a reaction SMILES: Cl[C:2]1[C:3]([NH2:9])=[N:4][CH:5]=[N:6][C:7]=1Cl.[NH2:10][C:11]1[CH:12]=[CH:13][C:14]([F:18])=[C:15]([OH:17])[CH:16]=1.[O:19]([C:26]1[CH:31]=[CH:30][C:29](B2OC(C)(C)C(C)(C)O2)=[CH:28][N:27]=1)[C:20]1[CH:25]=[CH:24][CH:23]=[CH:22][CH:21]=1.[C:41](Cl)(=[O:44])[CH:42]=[CH2:43]>>[NH2:9][C:3]1[N:4]=[CH:5][N:6]=[C:7]([O:17][C:15]2[CH:16]=[C:11]([NH:10][C:41](=[O:44])[CH:42]=[CH2:43])[CH:12]=[CH:13][C:14]=2[F:18])[C:2]=1[C:29]1[CH:28]=[N:27][C:26]([O:19][C:20]2[CH:25]=[CH:24][CH:23]=[CH:22][CH:21]=2)=[CH:31][CH:30]=1. Procedure: N-(3-((6-amino-5-(6-phenoxypyridin-3-yl)pyrimidin-4-yl)oxy)-4-fluorophenyl)acrylamide was prepared from 5,6-dichloropyrimidin-4-amine, 5-amino-2-fluorophenol, 2-phenoxy-5-(4,4,5,5-tetramethyl-1,3,2-dioxaborolan-2-yl)pyridine, and acryloyl chloride using methods A, C, and F. HPLC: 100%. MS: m/z=444 [M+H]+. 1H-NMR (DMSO-D6) δ 10.16 (s, 1H), 8.09 (s, 1H), 7.99 (s, 1H), 7.80 (d, 1H), 7.59 (d, 1H), 7.38-7.32 (m, 3H), 7.21-6.91 (m, 5H), 6.70 (broad s, 2H), 6.31 (dd, 1H), 6.18 (d, 1H), 5.69 (d, 1H). Starting materials: CC1(C(C1)(O)C1=NC=CN=C1)C (2,2-dimethyl-1-(pyrazin-2-yl)cyclopropanol). Reagents/catalysts: [Pt]=O (platinum oxide). Run in CO (methanol). The product is CC1(C(C1)(O)C1NCCNC1)C (2,2-Dimethyl-1-(pyperazin-2-yl)cyclopropanol). Yield: 97.9%. Reaction SMILES: [CH3:1][C:2]1([CH3:12])[CH2:4][C:3]1([C:6]1[CH:11]=[N:10][CH:9]=[CH:8][N:7]=1)[OH:5]>CO.[Pt]=O>[CH3:1][C:2]1([CH3:12])[CH2:4][C:3]1([CH:6]1[CH2:11][NH:10][CH2:9][CH2:8][NH:7]1)[OH:5]. Reported procedure: A suspension of 2,2-dimethyl-1-(pyrazin-2-yl)cyclopropanol (1 g, 6 mmol) and platinum oxide (150 mg; 0.66 mmol) in methanol (15 ml) was shaken under a 60 psi H2 pressure using a PARR hydrogenator for 24 hours. The suspension was filtered over a celite pad and the filtrate was concentrated under reduced pressure to afford the title compound as a beige oil (1 g, 95%). 1H NMR (CD3OD) 0.90 (2H, s), 1.20-1.25 (6H, m), 2.45-2.50 (1H, m), 2.60-3.00 (5H, m), 3.30-3.40 (1H, m). RXN SMILES: [N+:1]([C:4]1[CH:9]=[CH:8][C:7]([N:10]2[CH2:15][CH2:14][C:13](=O)[CH2:12][CH2:11]2)=[CH:6][CH:5]=1)([O-:3])=[O:2].[C:17]1([CH:23]2[CH2:28][CH2:27][NH:26][CH2:25][CH2:24]2)[CH:22]=[CH:21][CH:20]=[CH:19][CH:18]=1.O>>[N+:1]([C:4]1[CH:9]=[CH:8][C:7]([N:10]2[CH2:15][CH2:14][CH:13]([N:26]3[CH2:27][CH2:28][CH:23]([C:17]4[CH:22]=[CH:21][CH:20]=[CH:19][CH:18]=4)[CH2:24][CH2:25]3)[CH2:12][CH2:11]2)=[CH:6][CH:5]=1)([O-:3])=[O:2]. Yields the product [N+](=O)([O-])C1=CC=C(C=C1)N1CCC(CC1)N1CCC(CC1)C1=CC=CC=C1 (1-(4-Nitrophenyl)-4-(4-phenyl-1-piperidinyl)piperidine). Reactants: [N+](=O)([O-])C1=CC=C(C=C1)N1CCC(CC1)=O (1-(4-nitrophenyl) -4-piperidone), C1(=CC=CC=C1)C1CCNCC1 (4-phenylpiperidine), O (water). Reported procedure: 3.0 g of 1-(4-nitrophenyl) -4-piperidone and 2.2 g of 4-phenylpiperidine were reacted as in Example 1. The product contained 1/6 mol of water of crystallization. Reactants: II (iodine), BrC=1SC=CC1 (2-bromothiophene), Mg, Li2CuCl4, [NH4+].[Cl-] (NH4Cl), FC1=CC=C(CI)C=C1 (4-fluorobenzyl iodide), FC1=CC=C(CBr)C=C1 (4-fluorobenzyl bromide), BrC=1SC=CC1 (2-bromothiophene), II (I2). The solvent is C1CCOC1 (THF). Reaction conditions: time 2 hour. The product is FC1=CC=C(CC=2SC=CC2)C=C1 (2-(4-fluorobenzyl)thiophene). As a reaction SMILES: II.Br[C:4]1[S:5][CH:6]=[CH:7][CH:8]=1.[F:9][C:10]1[CH:17]=[CH:16][C:13]([CH2:14]I)=[CH:12][CH:11]=1.FC1C=CC(CBr)=CC=1.[NH4+].[Cl-]>C1COCC1>[F:9][C:10]1[CH:17]=[CH:16][C:13]([CH2:14][C:4]2[S:5][CH:6]=[CH:7][CH:8]=2)=[CH:12][CH:11]=1 |f:4.5|. Procedure: To a suspension of Mg (3 g, 0.123 mol) in THF (40 ml) was added a small amount of solid I2 (20 mg). The mixture was heated to reflux under nitrogen. To the mixture was then added the 2-bromothiophene solution (5 ml) (19.6 g of 2-bromothiophene in 40 ml of THF). After the iodine color disappeared, to the suspension was added the rest of 2-bromothiophene solution dropwise keeping reflux. After the addition, the mixture was heated under reflux for 2 h., then was cooled to room temperature. To this ... The reactants are CCN=C=O, COC(=O)C(C)(C)NC(=O)C(Cc1ccc(OCc2ccccc2)c(O)c1)NC(=O)OC(C)(C)C, CN(C)c1ccncc1, ClCCl. Yields the product CCNC(=O)Oc1cc(CC(NC(=O)OC(C)(C)C)C(=O)NC(C)(C)C(=O)OC)ccc1OCc1ccccc1. As a reaction SMILES: [CH2:36]([CH3:37])[N:38]=[C:39]=[O:40].[CH3:1][O:2][C:3]([C:4]([CH3:5])([CH3:6])[NH:7][C:8]([CH:9]([CH2:10][c:11]1[cH:12][c:13]([OH:25])[c:14]([O:17][CH2:18][c:19]2[cH:20][cH:21][cH:22][cH:23][cH:24]2)[cH:15][cH:16]1)[NH:26][C:27](=[O:28])[O:29][C:30]([CH3:31])([CH3:32])[CH3:33])=[O:34])=[O:35].[CH3:44][N:45]([c:46]1[cH:47][cH:48][n:49][cH:50][cH:51]1)[CH3:52].[Cl:41][CH2:42][Cl:43]>>[CH3:1][O:2][C:3]([C:4]([CH3:5])([CH3:6])[NH:7][C:8]([CH:9]([CH2:10][c:11]1[cH:12][c:13]([O:25][C:39]([NH:38][CH2:36][CH3:37])=[O:40])[c:14]([O:17][CH2:18][c:19]2[cH:20][cH:21][cH:22][cH:23][cH:24]2)[cH:15][cH:16]1)[NH:26][C:27](=[O:28])[O:29][C:30]([CH3:31])([CH3:32])[CH3:33])=[O:34])=[O:35]. Starting materials: ClCCl, CN=C=O, CCCCCC, CN(C)c1ccncc1, Nc1n[nH]c(-c2ccncc2)c1-c1ccc(F)cc1. Yields the product CNC(=O)Nc1n[nH]c(-c2ccncc2)c1-c1ccc(F)cc1. Reaction SMILES: [CH2:39]([Cl:40])[Cl:41].[CH3:20][N:21]=[C:22]=[O:23].[CH3:24][CH2:25][CH2:26][CH2:27][CH2:28][CH3:29].[CH3:30][N:31]([CH3:32])[c:33]1[cH:34][cH:35][n:36][cH:37][cH:38]1.[F:1][c:2]1[cH:3][cH:4][c:5](-[c:8]2[c:9]([NH2:19])[n:10][nH:11][c:12]2-[c:13]2[cH:14][cH:15][n:16][cH:17][cH:18]2)[cH:6][cH:7]1>>[F:1][c:2]1[cH:3][cH:4][c:5](-[c:8]2[c:9]([NH:19][C:22]([NH:21][CH3:20])=[O:23])[n:10][nH:11][c:12]2-[c:13]2[cH:14][cH:15][n:16][cH:17][cH:18]2)[cH:6][cH:7]1. RXN SMILES: [N:1]1([C:7]2[CH:15]=[CH:14][C:13]([N+:16]([O-:18])=[O:17])=[CH:12][C:8]=2[C:9](Cl)=[O:10])[CH2:6][CH2:5][O:4][CH2:3][CH2:2]1.[Cl:19][C:20]1[CH:25]=[C:24]([F:26])[CH:23]=[CH:22][C:21]=1[N:27]1[CH2:32][CH2:31][NH:30][CH2:29][CH2:28]1>>[Cl:19][C:20]1[CH:25]=[C:24]([F:26])[CH:23]=[CH:22][C:21]=1[N:27]1[CH2:28][CH2:29][N:30]([C:9]([C:8]2[CH:12]=[C:13]([N+:16]([O-:18])=[O:17])[CH:14]=[CH:15][C:7]=2[N:1]2[CH2:6][CH2:5][O:4][CH2:3][CH2:2]2)=[O:10])[CH2:31][CH2:32]1. Reactants: N1(CCOCC1)C1=C(C(=O)Cl)C=C(C=C1)[N+](=O)[O-] (2-Morpholin-4-yl-5-nitro-benzoyl chloride), ClC1=C(C=CC(=C1)F)N1CCNCC1 (1-(2-Chloro-4-fluoro-phenyl)-piperazine). Procedure: The title compound was prepared according to the procedure described for example 46 from 2-Morpholin-4-yl-5-nitro-benzoyl chloride and 1-(2-Chloro-4-fluoro-phenyl)-piperazine (70%, yellow solid, MS (m/e): 449.2 (M+H, 100%) The product is ClC1=C(C=CC(=C1)F)N1CCN(CC1)C(=O)C1=C(C=CC(=C1)[N+](=O)[O-])N1CCOCC1 ([4-(2-Chloro-4-fluoro-phenyl)-piperazin-1-yl]-(2-morpholin-4-yl-5-nitro-phenyl)-methanone). Reactants: [BH4-], CO, Cc1nc(Cl)cc2c([N+](=O)[O-])cccc12, [Na+], [Ni], C1COCCO1. Yields the product Cc1nc(Cl)cc2c(N)cccc12. As a reaction SMILES: [BH4-:16].[CH3:24][OH:25].[Cl:1][c:2]1[n:3][c:4]([CH3:15])[c:5]2[cH:6][cH:7][cH:8][c:9]([N+:12]([O-:13])=[O:14])[c:10]2[cH:11]1.[Na+:17].[Ni:26].[O:18]1[CH2:19][CH2:20][O:21][CH2:22][CH2:23]1>>[Cl:1][c:2]1[n:3][c:4]([CH3:15])[c:5]2[cH:6][cH:7][cH:8][c:9]([NH2:12])[c:10]2[cH:11]1. The reactants are C(C)(C)(C)OC(=O)N[C@H](C(=O)O)CC ((S)-2-(tert-butoxycarbonylamino)butanoic acid), IC (iodomethane), [H-].[Na+] (sodium hydride). Run in C1CCOC1 (THF). Reaction conditions: time 18 hour. Product: C(C)(C)(C)OC(=O)N([C@H](C(=O)O)CC)C ((S)-2-(tert-butoxycarbonyl(methyl)amino)butanoic acid). Isolated yield 98.2%. Reaction SMILES: [C:1]([O:5][C:6]([NH:8][C@@H:9]([CH2:13][CH3:14])[C:10]([OH:12])=[O:11])=[O:7])([CH3:4])([CH3:3])[CH3:2].I[CH3:16].[H-].[Na+]>C1COCC1>[C:1]([O:5][C:6]([N:8]([CH3:16])[C@@H:9]([CH2:13][CH3:14])[C:10]([OH:12])=[O:11])=[O:7])([CH3:4])([CH3:3])[CH3:2] |f:2.3|. Procedure: To a 0° C. solution of (S)-2-(tert-butoxycarbonylamino)butanoic acid (1.00 g, 4.92 mmol) in THF (16.4 ml) was added iodomethane (2.45 ml, 39.4 mmol) followed by sodium hydride (60% w/w dispersion in mineral oil, 590 mg, 14.8 mmol), portionwise. The reaction was allowed to warm to rt and stirred for 18 h, then cooled to 0° C., quenched by the careful addition of H2O, and washed with Et20. The aqueous layer was acidified by the addition of 1 M aq. HCl and extracted with Et20. The combined organic ... Starting materials: CC=1N=CNC1CSCCN (4-methyl-5-[(2-aminoethyl)thiomethyl]imidazole), S1C(NC(C1)=S)=O (thiazolidine-2-one-4-thione). The solvent is CO (methanol). The product is CC=1N=CNC1CSCCNC1=NC(SC1)=O (4-[2-((4-methyl-5-imidazolyl)methylthio)ethylamino]thiazoline-2-one). The yield is 37.0%. Reaction SMILES: [CH3:1][C:2]1[N:3]=[CH:4][NH:5][C:6]=1[CH2:7][S:8][CH2:9][CH2:10][NH2:11].[S:12]1[CH2:16][C:15](=S)[NH:14][C:13]1=[O:18]>CO>[CH3:1][C:2]1[N:3]=[CH:4][NH:5][C:6]=1[CH2:7][S:8][CH2:9][CH2:10][NH:11][C:15]1[CH2:16][S:12][C:13](=[O:18])[N:14]=1. Reported procedure: A solution of 4-methyl-5-[(2-aminoethyl)thiomethyl]imidazole (1.71 g.) and thiazolidine-2-one-4-thione (1.33 g.) in methanol (30 ml.) was heated under reflux for one hour. Concentration, followed by successive recrystallisation of the residue from methanol, ethanol and aqueous ethanol afforded 4-[2-((4-methyl-5-imidazolyl)methylthio)ethylamino]thiazoline-2-one (1.0 g.) m.p. 195°-197°.